From a dataset of the Open Reaction Database (ORD), a public repository of structured organic reaction records. describe an organic reaction: reactants, conditions, products, and yield Starting materials: [Br-], C1CCOC1, CN1Cc2c(ccc3cc(C(=O)c4cn(C(c5ccccc5)(c5ccccc5)c5ccccc5)cn4)ccc23)C1=O, C[Mg+], [Cl-], [NH4+]. The product is CN1Cc2c(ccc3cc(C(C)(O)c4cn(C(c5ccccc5)(c5ccccc5)c5ccccc5)cn4)ccc23)C1=O. Reaction SMILES: [Br-:42].[CH2:47]1[O:48][CH2:49][CH2:50][CH2:51]1.[CH3:1][N:2]1[C:3](=[O:41])[c:4]2[cH:5][cH:6][c:7]3[c:8]([c:9]2[CH2:10]1)[cH:11][cH:12][c:13]([C:15](=[O:16])[c:17]1[n:18][cH:19][n:20]([C:22]([c:23]2[cH:24][cH:25][cH:26][cH:27][cH:28]2)([c:29]2[cH:30][cH:31][cH:32][cH:33][cH:34]2)[c:35]2[cH:36][cH:37][cH:38][cH:39][cH:40]2)[cH:21]1)[cH:14]3.[CH3:43][Mg+:44].[Cl-:45].[NH4+:46]>>[CH3:1][N:2]1[C:3](=[O:41])[c:4]2[cH:5][cH:6][c:7]3[c:8]([c:9]2[CH2:10]1)[cH:11][cH:12][c:13]([C:15]([OH:16])([c:17]1[n:18][cH:19][n:20]([C:22]([c:23]2[cH:24][cH:25][cH:26][cH:27][cH:28]2)([c:29]2[cH:30][cH:31][cH:32][cH:33][cH:34]2)[c:35]2[cH:36][cH:37][cH:38][cH:39][cH:40]2)[cH:21]1)[CH3:43])[cH:14]3.